Dataset: the Open Reaction Database (ORD), a public repository of structured organic reaction records. Task: describe an organic reaction: reactants, conditions, products, and yield The reactants are CC(=O)O, COCn1ccnc1C(O)(c1ccc(F)cc1)c1ccc(Cl)cc1Cl, Cl, O. Yields the product OC(c1ccc(F)cc1)(c1ncc[nH]1)c1ccc(Cl)cc1Cl. Reaction SMILES: [CH3:26][C:27](=[O:28])[OH:29].[Cl:1][c:2]1[c:3]([C:9]([OH:10])([c:11]2[n:12]([CH2:16][O:17][CH3:18])[cH:13][cH:14][n:15]2)[c:19]2[cH:20][cH:21][c:22]([F:25])[cH:23][cH:24]2)[cH:4][cH:5][c:6]([Cl:8])[cH:7]1.[ClH:30].[OH2:31]>>[Cl:1][c:2]1[c:3]([C:9]([OH:10])([c:11]2[n:12][cH:13][cH:14][nH:15]2)[c:19]2[cH:20][cH:21][c:22]([F:25])[cH:23][cH:24]2)[cH:4][cH:5][c:6]([Cl:8])[cH:7]1. Starting materials: CN(C)C=O, CCOC(=O)c1ncn(-c2nccs2)c1Cl, Cl, [Na+], O, [SH-]. Product: CCOC(=O)c1ncn(-c2nccs2)c1S. Reaction SMILES: [CH3:21][N:22]([CH3:23])[CH:24]=[O:25].[Cl:1][c:2]1[c:3]([C:12](=[O:13])[O:14][CH2:15][CH3:16])[n:4][cH:5][n:6]1-[c:7]1[s:8][cH:9][cH:10][n:11]1.[ClH:20].[Na+:18].[OH2:19].[SH-:17]>>[c:2]1([SH:17])[c:3]([C:12](=[O:13])[O:14][CH2:15][CH3:16])[n:4][cH:5][n:6]1-[c:7]1[s:8][cH:9][cH:10][n:11]1.